From a dataset of the Open Reaction Database (ORD), a public repository of structured organic reaction records. describe an organic reaction: reactants, conditions, products, and yield Starting materials: N([C@@H]([C@@H](C)CC)C(=O)N[C@@H](CC(C)C)C(=O)N[C@@H](CC(C)C)C(=O)N[C@@H](C)C(=O)N[C@@H](CCC(N)=O)C(=O)O)C(=O)OCC1=CC=CC=C1 (Z-Ile-Leu-Leu-Ala-Gln-OH), C(C)(=O)O (acetic acid), Br (hydrogen bromide). Solvent: CCOCC (ether). Reaction conditions: time 1 hour. Yields the product N[C@@H]([C@@H](C)CC)C(=O)N[C@@H](CC(C)C)C(=O)N[C@@H](CC(C)C)C(=O)N[C@@H](C)C(=O)N[C@@H](CCC(N)=O)C(=O)O (H-Ile-Leu-Leu-Ala-Gln-OH). RXN SMILES: [NH:1](C(OCC1C=CC=CC=1)=O)[C@H:2]([C:7]([NH:9][C@H:10]([C:15]([NH:17][C@H:18]([C:23]([NH:25][C@H:26]([C:28]([NH:30][C@H:31]([C:37]([OH:39])=[O:38])[CH2:32][CH2:33][C:34](=[O:36])[NH2:35])=[O:29])[CH3:27])=[O:24])[CH2:19][CH:20]([CH3:22])[CH3:21])=[O:16])[CH2:11][CH:12]([CH3:14])[CH3:13])=[O:8])[C@H:3]([CH2:5][CH3:6])[CH3:4].C(O)(=O)C.Br>CCOCC>[NH2:1][C@H:2]([C:7]([NH:9][C@H:10]([C:15]([NH:17][C@H:18]([C:23]([NH:25][C@H:26]([C:28]([NH:30][C@H:31]([C:37]([OH:39])=[O:38])[CH2:32][CH2:33][C:34](=[O:36])[NH2:35])=[O:29])[CH3:27])=[O:24])[CH2:19][CH:20]([CH3:21])[CH3:22])=[O:16])[CH2:11][CH:12]([CH3:14])[CH3:13])=[O:8])[C@H:3]([CH2:5][CH3:6])[CH3:4]. Reported procedure: To 1.10 g of Z-Ile-Leu-Leu-Ala-Gln-OH was added 15 ml of acetic acid solution containing 25% of hydrogen bromide, then the mixture was stirred at a room temperature for 1 hour. After completion of the reaction, dried ether was added to the reaction mixture to obtain H-Ile-Leu-Leu-Ala-Gln-OH. The reactants are Cl\C=C\C(CCCCC1C2CCC(CC1)C2)=O (1-chloro-7-(bicyclo-[3.2.1]oct-2-yl)-1E-hepten-3-one), [I-].[Na+] (sodium iodide). The solvent is CC(=O)C (acetone). Product: I\C=C\C(CCCCC1C2CCC(CC1)C2)=O (1-iodo-7-(bicyclo[3.2.1]oct-2-yl)-1-E-hepten-3-one). Yield: 84.4%. Reaction SMILES: Cl/[CH:2]=[CH:3]/[C:4](=[O:17])[CH2:5][CH2:6][CH2:7][CH2:8][CH:9]1[CH2:15][CH2:14][CH:13]2[CH2:16][CH:10]1[CH2:11][CH2:12]2.[I-:18].[Na+]>CC(C)=O>[I:18]/[CH:2]=[CH:3]/[C:4](=[O:17])[CH2:5][CH2:6][CH2:7][CH2:8][CH:9]1[CH2:15][CH2:14][CH:13]2[CH2:16][CH:10]1[CH2:11][CH2:12]2 |f:1.2|. Reported procedure: A solution of 3.2 g (13 mmol) of 1-chloro-7-(bicyclo-[3.2.1]oct-2-yl)-1E-hepten-3-one and 7.5 g (50 mmol) of sodium iodide in 25 ml of dry acetone (distilled from potassium carbonate) was refluxed for 18 hr under nitrogen. The solvent was removed in vacuo, and the residue was taken up in 50 ml of water and then extracted three times with 30 ml portions of ether. The combined ether extracts were washed with aqueous sodium thiosulfate, dried (MgSO4) and evaporated in vacuo to yield 3.8 g (88%) of ... The reactants are C[Si](C)(C)[N-][Si](C)(C)C, COc1cc2c(Cl)ncnc2cc1OCCCN1CCOCC1, Nc1c(Cl)cc(C#CCNC(=O)N2CCOCC2)c2c1OCO2, [Na+], CN(C)C=O. Yields the product COc1cc2c(Nc3c(Cl)cc(C#CCNC(=O)N4CCOCC4)c4c3OCO4)ncnc2cc1OCCCN1CCOCC1. RXN SMILES: [CH3:47][Si:48]([N-:49][Si:50]([CH3:51])([CH3:52])[CH3:53])([CH3:54])[CH3:55].[Cl:1][c:2]1[n:3][cH:4][n:5][c:6]2[cH:7][c:8]([O:14][CH2:15][CH2:16][CH2:17][N:18]3[CH2:19][CH2:20][O:21][CH2:22][CH2:23]3)[c:9]([O:12][CH3:13])[cH:10][c:11]12.[NH2:24][c:25]1[c:26]([Cl:46])[cH:27][c:28]([C:34]#[C:35][CH2:36][NH:37][C:38](=[O:39])[N:40]2[CH2:41][CH2:42][O:43][CH2:44][CH2:45]2)[c:29]2[c:30]1[O:31][CH2:32][O:33]2.[Na+:56].[O:57]=[CH:58][N:59]([CH3:60])[CH3:61]>>[c:2]1([NH:24][c:25]2[c:26]([Cl:46])[cH:27][c:28]([C:34]#[C:35][CH2:36][NH:37][C:38](=[O:39])[N:40]3[CH2:41][CH2:42][O:43][CH2:44][CH2:45]3)[c:29]3[c:30]2[O:31][CH2:32][O:33]3)[n:3][cH:4][n:5][c:6]2[cH:7][c:8]([O:14][CH2:15][CH2:16][CH2:17][N:18]3[CH2:19][CH2:20][O:21][CH2:22][CH2:23]3)[c:9]([O:12][CH3:13])[cH:10][c:11]12. Starting materials: CN1CCCC1=O, CO, CCN(C(C)C)C(C)C, CC(C)Oc1ccc(-c2nc(-c3cccc4c(Cl)nccc34)no2)cc1Cl, CC(C)(C)OC(=O)CCN. Product: CC(C)Oc1ccc(-c2nc(-c3cccc4c(NCCC(=O)OC(C)(C)C)nccc34)no2)cc1Cl. As a reaction SMILES: [CH3:47][N:48]1[CH2:49][CH2:50][CH2:51][C:52]1=[O:53].[CH3:54][OH:55].[CH:28]([N:29]([CH:30]([CH3:31])[CH3:32])[CH2:33][CH3:34])([CH3:35])[CH3:36].[Cl:1][c:2]1[n:3][cH:4][cH:5][c:6]2[c:7](-[c:12]3[n:13][o:14][c:15](-[c:17]4[cH:18][c:19]([Cl:27])[c:20]([O:23][CH:24]([CH3:25])[CH3:26])[cH:21][cH:22]4)[n:16]3)[cH:8][cH:9][cH:10][c:11]12.[NH2:37][CH2:38][CH2:39][C:40](=[O:41])[O:42][C:43]([CH3:44])([CH3:45])[CH3:46]>>[c:2]1([NH:37][CH2:38][CH2:39][C:40](=[O:41])[O:42][C:43]([CH3:44])([CH3:45])[CH3:46])[n:3][cH:4][cH:5][c:6]2[c:7](-[c:12]3[n:13][o:14][c:15](-[c:17]4[cH:18][c:19]([Cl:27])[c:20]([O:23][CH:24]([CH3:25])[CH3:26])[cH:21][cH:22]4)[n:16]3)[cH:8][cH:9][cH:10][c:11]12.